Dataset: the Open Reaction Database (ORD), a public repository of structured organic reaction records. Task: describe an organic reaction: reactants, conditions, products, and yield The yield is 79.0%. Product: COC1=CC=C(C=C1)C(CC(=O)O)N1C(C=2C(C1=O)=C(C=CC2)[N+](=O)[O-])=O (3-(4-methoxyphenyl)-3-(3-nitrophthalimido)propionic acid). The solvent is C(C)(=O)O (acetic acid). Reaction SMILES: [N+:1]([C:4]1[CH:14]=[CH:13][CH:12]=[C:6]2[C:7]([O:9][C:10](=[O:11])[C:5]=12)=O)([O-:3])=[O:2].[NH2:15][CH:16]([C:21]1[CH:26]=[CH:25][C:24]([O:27][CH3:28])=[CH:23][CH:22]=1)[CH2:17][C:18]([OH:20])=[O:19]>C(O)(=O)C>[CH3:28][O:27][C:24]1[CH:23]=[CH:22][C:21]([CH:16]([N:15]2[C:10](=[O:11])[C:5]3=[C:4]([N+:1]([O-:3])=[O:2])[CH:14]=[CH:13][CH:12]=[C:6]3[C:7]2=[O:9])[CH2:17][C:18]([OH:20])=[O:19])=[CH:26][CH:25]=1. Reactants: [N+](=O)([O-])C1=C2C(C(=O)OC2=O)=CC=C1 (3-nitrophthalic anhydride), NC(CC(=O)O)C1=CC=C(C=C1)OC (3-amino-3-(4-methoxyphenyl)propionic acid). Procedure details: A mixture of 3-nitrophthalic anhydride (1.54, 8.0 mmol) and 3-amino-3-(4-methoxyphenyl)propionic acid (1.56 g, 8.0 mmol) in 15 mL of acetic acid was refluxed for 3.5 h under nitrogen. The reaction was cooled and removed some of the solvent. The slurry was filtered and the solid was dried to afford 2.34 g (79%) of 3-(4-methoxyphenyl)-3-(3-nitrophthalimido)propionic acid as a white powder: mp 178-180° C.; 1H NMR (DMSO-d6, 250 MHz)δ 8.07-8.02 (m, 3H), 7.38 (d, 2H, J=8.7), 6.90 (d, 2H, J=8.7, 5.68-5...